From a dataset of the Open Reaction Database (ORD), a public repository of structured organic reaction records. describe an organic reaction: reactants, conditions, products, and yield Reactants: Cc1cc(Br)c([N+](=O)[O-])cc1S(=O)(=O)N(C)C, CCOC(C)=O, N#C[Cu], CN(C)C=O, O. Product: Cc1cc(C#N)c([N+](=O)[O-])cc1S(=O)(=O)N(C)C. RXN SMILES: [Br:1][c:2]1[cH:3][c:4]([CH3:17])[c:5]([S:11](=[O:12])(=[O:13])[N:14]([CH3:15])[CH3:16])[cH:6][c:7]1[N+:8](=[O:9])[O-:10].[CH3:27][CH2:28][O:29][C:30](=[O:31])[CH3:32].[Cu:18][C:19]#[N:20].[O:21]=[CH:22][N:23]([CH3:24])[CH3:25].[OH2:26]>>[c:2]1([C:19]#[N:20])[cH:3][c:4]([CH3:17])[c:5]([S:11](=[O:12])(=[O:13])[N:14]([CH3:15])[CH3:16])[cH:6][c:7]1[N+:8](=[O:9])[O-:10]. Starting materials: COc1cc(OC)cc(C(=O)c2ccc(O[Si](C)(C)C(C)(C)C)c(OC)c2)c1, CCOP(=O)(CC#N)OCC, C1CCOC1, C[Si](C)(C)[N-][Si](C)(C)C, COc1cccc(C(=CC#N)c2cc(OC)cc(OC)c2)c1, [Li+]. Product: COc1cc(OC)cc(C(=CC#N)c2ccc(O[Si](C)(C)C(C)(C)C)c(OC)c2)c1. Reaction SMILES: [C:1]([CH3:2])([CH3:3])([CH3:4])[Si:5]([O:6][c:7]1[c:8]([O:25][CH3:26])[cH:9][c:10]([C:13](=[O:14])[c:15]2[cH:16][c:17]([O:23][CH3:24])[cH:18][c:19]([O:21][CH3:22])[cH:20]2)[cH:11][cH:12]1)([CH3:27])[CH3:28].[CH2:29]([O:30][P:31](=[O:32])([O:33][CH2:34][CH3:35])[CH2:37][C:38]#[N:39])[CH3:36].[CH2:72]1[O:73][CH2:74][CH2:75][CH2:76]1.[CH3:40][Si:41]([N-:42][Si:43]([CH3:44])([CH3:45])[CH3:46])([CH3:47])[CH3:48].[CH3:50][O:51][c:52]1[cH:53][c:54]([C:55]([c:56]2[cH:57][cH:58][cH:59][c:60]([O:61][CH3:62])[cH:63]2)=[CH:64][C:65]#[N:66])[cH:67][c:68]([O:69][CH3:70])[cH:71]1.[Li+:49]>>[C:1]([CH3:2])([CH3:3])([CH3:4])[Si:5]([O:6][c:7]1[c:8]([O:25][CH3:26])[cH:9][c:10]([C:13]([c:15]2[cH:16][c:17]([O:23][CH3:24])[cH:18][c:19]([O:21][CH3:22])[cH:20]2)=[CH:37][C:38]#[N:39])[cH:11][cH:12]1)([CH3:27])[CH3:28]. Reactants: BrC=1C=C(C(=O)OC)C=C(C1O)[N+](=O)[O-] (methyl 3-bromo-4-hydroxy-5-nitrobenzoate), [Sn](Cl)Cl (tin(II) chloride), O (water). Run in CN(C=O)C (N,N-dimethylformamide). Run at time 10 minute. Product: NC=1C=C(C(=O)OC)C=C(C1O)Br (Methyl 3-amino-5-bromo-4-hydroxybenzoate). Isolated yield 205.0%. As a reaction SMILES: [Br:1][C:2]1[CH:3]=[C:4]([CH:9]=[C:10]([N+:13]([O-])=O)[C:11]=1[OH:12])[C:5]([O:7][CH3:8])=[O:6].[Sn](Cl)Cl.O>CN(C)C=O>[NH2:13][C:10]1[CH:9]=[C:4]([CH:3]=[C:2]([Br:1])[C:11]=1[OH:12])[C:5]([O:7][CH3:8])=[O:6]. Reported procedure: To a solution of methyl 3-bromo-4-hydroxy-5-nitrobenzoate (2.00 g, 7.25 mmol) in N,N-dimethylformamide (36 mL) was slowly added tin(II) chloride dehydrate (5.50 g, 24.4 mmol). The mixture was stirred at ambient temperature. After 10 min, water was added, and organics were extracted using ethyl acetate (5×). Combined organics were dried over magnesium sulfate, filtered and concentrated. Purification by silica gel chromatography (100% dichloromethane→85% dichloromethane/methanol) gave the title co... Starting materials: CC(=O)O[BH-](OC(C)=O)OC(C)=O, COC(=O)c1ccc(C=O)cc1C, CC(=O)O, Nc1ccc(O)cc1F, [Na+]. Product: COC(=O)c1ccc(CNc2ccc(O)cc2F)cc1C. RXN SMILES: [C:23]([O:24][BH-:25]([O:26][C:27](=[O:28])[CH3:29])[O:30][C:31](=[O:32])[CH3:33])(=[O:34])[CH3:35].[CH3:10][O:11][C:12]([c:13]1[c:14]([CH3:21])[cH:15][c:16]([CH:19]=[O:20])[cH:17][cH:18]1)=[O:22].[CH3:37][C:38](=[O:39])[OH:40].[NH2:1][c:2]1[c:3]([F:9])[cH:4][c:5]([OH:8])[cH:6][cH:7]1.[Na+:36]>>[NH:1]([c:2]1[c:3]([F:9])[cH:4][c:5]([OH:8])[cH:6][cH:7]1)[CH2:19][c:16]1[cH:15][c:14]([CH3:21])[c:13]([C:12]([O:11][CH3:10])=[O:22])[cH:18][cH:17]1. The reactants are C(C)OC(C=C)=O (ethylacrylate), C(CCC)OC(C=C)=O (butylacrylate), C(C=C)(=O)O (acrylic acid), azo. Run at time 1 hour. Yields the product C(CCC)OC(C=C)=O.C(C)OC(C=C)=O.C(C=C)(=O)O (butylacrylate ethylacrylate acrylic acid). As a reaction SMILES: [CH2:1]([O:3][C:4](=[O:7])[CH:5]=[CH2:6])[CH3:2].[CH2:8]([O:12][C:13](=[O:16])[CH:14]=[CH2:15])[CH2:9][CH2:10][CH3:11].[C:17]([OH:21])(=[O:20])[CH:18]=[CH2:19]>>[CH2:8]([O:12][C:13](=[O:16])[CH:14]=[CH2:15])[CH2:9][CH2:10][CH3:11].[CH2:1]([O:3][C:4](=[O:7])[CH:5]=[CH2:6])[CH3:2].[C:17]([OH:21])(=[O:20])[CH:18]=[CH2:19] |f:3.4.5|. Procedure details: Into a reaction vessel was added a solution of 72.6 g of ethylacrylate, 93 g of butylacrylate, 3.8 g of acrylic acid, 5 g of azo-bis-isobutylronitrile and 0.68 g of lauryl mercapan. Initially, 10 g were added and the solution was heated up until the induction period had passed. The main portion was then added at a rate so that the internal temperature remained between 125°-130° C. The addition was carried out over a period of one hour, after which time the polymer material could be stirred easil... Starting materials: C(C1=CC=CC=C1)(=O)O (benzoic acid), solution, n-propane-phosphonic acid anhydride, C1(=CC=CC=C1)CCN (β-phenylethylamine), C(C)N1CCOCC1 (N-ethyl morpholine). Solvent: C(Cl)Cl (methylene chloride), C(Cl)Cl (methylene chloride), C(Cl)Cl (methylene chloride). Conditions: time 24 hour. The product is C1(=CC=CC=C1)CCNC(C1=CC=CC=C1)=O (Benzoic acid-β-phenylethylamide). As a reaction SMILES: [C:1]1([CH2:7][CH2:8][NH2:9])[CH:6]=[CH:5][CH:4]=[CH:3][CH:2]=1.[C:10](O)(=[O:17])[C:11]1[CH:16]=[CH:15][CH:14]=[CH:13][CH:12]=1.C(N1CCOCC1)C>C(Cl)Cl>[C:1]1([CH2:7][CH2:8][NH:9][C:10](=[O:17])[C:11]2[CH:16]=[CH:15][CH:14]=[CH:13][CH:12]=2)[CH:6]=[CH:5][CH:4]=[CH:3][CH:2]=1. Procedure details: 17.6 Grams of a 50% solution of n-propane-phosphonic acid anhydride in methylene chloride are added in 3 portions, with stirring and the exclusion of moisture, to a solution of 2.4 g of β-phenylethylamine, 2.2 g of benzoic acid and 14 ml of N-ethyl morpholine in 25 ml of methylene chloride. The temperature rises to about +40° C. The mixture is cooled to room temperature, while stirring, and is worked up after 24 hours of standing by adding 350 ml of methylene chloride and extracting the solution... Starting materials: BrB(Br)Br, COc1ccc2c(c1)NC(=O)CCC2, ClCCl. The product is O=C1CCCc2ccc(O)cc2N1. RXN SMILES: [B:15]([Br:16])([Br:17])[Br:18].[CH3:1][O:2][c:3]1[cH:4][cH:5][c:6]2[c:7]([cH:14]1)[NH:8][C:9](=[O:13])[CH2:10][CH2:11][CH2:12]2.[Cl:19][CH2:20][Cl:21]>>[OH:2][c:3]1[cH:4][cH:5][c:6]2[c:7]([cH:14]1)[NH:8][C:9](=[O:13])[CH2:10][CH2:11][CH2:12]2.